From a dataset of the Open Reaction Database (ORD), a public repository of structured organic reaction records. describe an organic reaction: reactants, conditions, products, and yield Reaction SMILES: [CH3:1][CH:2]([C:8]([O:10][CH2:11][CH3:12])=[O:9])[C:3]([O:5][CH2:6][CH3:7])=[O:4].[H-].[Na+].Br[CH2:16][C:17]#[C:18][CH2:19]C.Cl.[CH2:22]1COCC1>O>[C:8]([C:2]([CH3:22])([CH2:1][C:16]#[C:17][CH2:18][CH3:19])[C:3]([O:5][CH2:6][CH3:7])=[O:4])([O:10][CH2:11][CH3:12])=[O:9] |f:1.2|. Procedure: Under argon atmosphere a solution of diethyl methylmalonate (20.0 g, 0.114 mol) in anhydrous THF (20 ml) was added dropwise into a stirred solution of sodium hydride (60% mineral oil dispersion, 4.6 g, 0.114 mol) in anhydrous THF (200 ml) over one hour at room temperature. A solution of 1-bromo-2-pentyne (14.0 g, 0.095 mol) in anhydrous THF (15 ml) was then added dropwise over 20 min. at room temperature. To the resulting mixture was added water (30 ml), and the mixture was neutralized with 3N h... Solvent: O (water). Yields the product C(=O)(OCC)C(C(=O)OCC)(CC#CCC)C (ethyl 2-carboethoxy-2-methyl-4-heptynoate). Reactants: BrCC#CCC (1-bromo-2-pentyne), C1CCOC1 (THF), CC(C(=O)OCC)C(=O)OCC (diethyl methylmalonate), [H-].[Na+] (sodium hydride), C1CCOC1 (THF), C1CCOC1 (THF), Cl (hydrochloric acid). Reactants: C(C)(C)(C)OC(=O)N[C@H](C(=O)N[C@H](C(=O)O)CC1=CC(=C(C=C1)OCC(=O)OC)C(=O)OC)CC1=CC=CC=C1 ((2S)-2-({(2S)-2-[(tert-butoxycarbonyl)amino]-3-phenylpropanoyl}amino)-3-[3-(methoxycarbonyl)-4-(2-methoxy-2-oxoethoxy)phenyl]propanoic acid), C1(=CC=C(C=C1)OCC)N (phenetylamine). Yields the product C(C)(C)(C)OC(=O)N[C@H](C(=O)N[C@@H](CC=1C=CC(=C(C(=O)O)C1)OCC(=O)O)C(NCCC1=CC=CC=C1)=O)CC1=CC=CC=C1 (5-[(2S)-2-({(2S)-2-[(tert-Butoxycarbonyl)amino]-3-phenylpropanoyl}amino)-3-oxo-3-(phenethylamino)propyl]-2-(carboxymethoxy)benzoic Acid). Reaction SMILES: [C:1]([O:5][C:6]([NH:8][C@@H:9]([CH2:34]C1C=CC=CC=1)[C:10]([NH:12][C@@H:13]([CH2:17][C:18]1[CH:23]=[CH:22][C:21]([O:24][CH2:25][C:26]([O:28]C)=[O:27])=[C:20]([C:30]([O:32]C)=[O:31])[CH:19]=1)[C:14]([OH:16])=O)=[O:11])=[O:7])([CH3:4])([CH3:3])[CH3:2].[C:41]1(N)[CH:46]=[CH:45][C:44](OCC)=[CH:43][CH:42]=1>>[C:1]([O:5][C:6]([NH:8][C@@H:9]([CH2:34][C:41]1[CH:42]=[CH:43][CH:44]=[CH:45][CH:46]=1)[C:10]([NH:12][C@H:13]([C:14](=[O:16])[NH:12][CH2:13][CH2:17][C:18]1[CH:23]=[CH:22][CH:21]=[CH:20][CH:19]=1)[CH2:17][C:18]1[CH:23]=[CH:22][C:21]([O:24][CH2:25][C:26]([OH:28])=[O:27])=[C:20]([CH:19]=1)[C:30]([OH:32])=[O:31])=[O:11])=[O:7])([CH3:4])([CH3:2])[CH3:3]. Procedure details: Synthesis was performed performed from (2S)-2-({(2S)-2-[(tert-butoxycarbonyl)amino]-3-phenylpropanoyl}amino)-3-[3-(methoxycarbonyl)-4-(2-methoxy-2-oxoethoxy)phenyl]propanoic acid and phenetylamine (38 uL) according to Method A to give the title compound (57 mg). 1H-NMR (400 MHz, CD3OD) d 7.76 (s, 1H), 7.36 (dd, J=1.9 Hz, J=8.3 Hz, 1H), 7.28-7.15 (m, 10H), 7.00 (d, J=8.7 Hz, 1H), 4.79 (s, 2H), 4.50 (t, J=6.8 Hz, 1H), ), 4.25 (dd, J=5.1 Hz, J=9.4 Hz, 1H), 3.40 (m, 1H), 3.02 (m 2H), 2.90 (dd, J=7.7...